From a dataset of the Open Reaction Database (ORD), a public repository of structured organic reaction records. describe an organic reaction: reactants, conditions, products, and yield Reactants: C(C)(C)(C)C1=CC(=C(C=C1)C=1N([C@@H]([C@@H](N1)C1=CC=C(C=C1)Cl)C1=CC=C(C=C1)Cl)C(=O)Cl)OCC ((4S,5R)-2-(4-tert-butyl-2-ethoxy-phenyl)-4,5-bis-(4-chloro-phenyl)-4,5-dihydro-imidazole-1-carbonyl chloride), N1(CCNCC1)CCC(C)=O (4-piperazin-1-yl-butan-2-one). Product: Cl.C(C)(C)(C)C1=CC(=C(C=C1)C=1N([C@@H]([C@@H](N1)C1=CC=C(C=C1)Cl)C1=CC=C(C=C1)Cl)C(=O)N1CCN(CC1)CCC(C)=O)OCC (4-{4-[(4S,5R)-2-(4-tert-Butyl-2-ethoxy-phenyl)-4,5-bis-(4-chloro-phenyl)-4,5-dihydro-imidazole-1-carbonyl]-piperazin-1-yl}-butan-2-one hydrochloride). RXN SMILES: [C:1]([C:5]1[CH:10]=[CH:9][C:8]([C:11]2[N:12]([C:30](Cl)=[O:31])[C@H:13]([C:23]3[CH:28]=[CH:27][C:26]([Cl:29])=[CH:25][CH:24]=3)[C@H:14]([C:16]3[CH:21]=[CH:20][C:19]([Cl:22])=[CH:18][CH:17]=3)[N:15]=2)=[C:7]([O:33][CH2:34][CH3:35])[CH:6]=1)([CH3:4])([CH3:3])[CH3:2].[N:36]1([CH2:42][CH2:43][C:44](=[O:46])[CH3:45])[CH2:41][CH2:40][NH:39][CH2:38][CH2:37]1>>[ClH:22].[C:1]([C:5]1[CH:10]=[CH:9][C:8]([C:11]2[N:12]([C:30]([N:39]3[CH2:40][CH2:41][N:36]([CH2:42][CH2:43][C:44](=[O:46])[CH3:45])[CH2:37][CH2:38]3)=[O:31])[C@H:13]([C:23]3[CH:24]=[CH:25][C:26]([Cl:29])=[CH:27][CH:28]=3)[C@H:14]([C:16]3[CH:17]=[CH:18][C:19]([Cl:22])=[CH:20][CH:21]=3)[N:15]=2)=[C:7]([O:33][CH2:34][CH3:35])[CH:6]=1)([CH3:2])([CH3:3])[CH3:4] |f:2.3|. Procedure details: 4-{4-[(4S,5R)-2-(4-tert-Butyl-2-ethoxy-phenyl)-4,5-bis-(4-chloro-phenyl)-4,5-dihydro-imidazole-1-carbonyl]-piperazin-1-yl}-butan-2-one hydrochloride was prepared from (4S,5R)-2-(4-tert-butyl-2-ethoxy-phenyl)-4,5-bis-(4-chloro-phenyl)-4,5-dihydro-imidazole-1-carbonyl chloride (example 11) and 4-piperazin-1-yl-butan-2-one (example 18c) in an analogous manner as described in example 25. LR-MS: 649.4 [(M+H)+] Reactants: ClC1=CC=NC2=CC(=C(C=C12)OC)OC (4-Chloro-6,7-dimethoxyquinoline), [N+](=O)([O-])C1=CC=C(C=C1)O (4-nitrophenol), C(O)([O-])=O.[Na+] (sodium hydrogen carbonate). Run at temperature 170 celsius, time 50 minute. Yields the product COC=1C=C2C(=CC=NC2=CC1OC)OC1=CC=C(C=C1)[N+](=O)[O-] (6,7-Dimethoxy-4-(4-nitrophenoxy)quinoline). Yield: 169.1%. RXN SMILES: Cl[C:2]1[C:11]2[C:6](=[CH:7][C:8]([O:14][CH3:15])=[C:9]([O:12][CH3:13])[CH:10]=2)[N:5]=[CH:4][CH:3]=1.[N+:16]([C:19]1[CH:24]=[CH:23][C:22]([OH:25])=[CH:21][CH:20]=1)([O-:18])=[O:17].C(=O)([O-])O.[Na+]>>[CH3:13][O:12][C:9]1[CH:10]=[C:11]2[C:6](=[CH:7][C:8]=1[O:14][CH3:15])[N:5]=[CH:4][CH:3]=[C:2]2[O:25][C:22]1[CH:23]=[CH:24][C:19]([N+:16]([O-:18])=[O:17])=[CH:20][CH:21]=1 |f:2.3|. Procedure details: 4-Chloro-6,7-dimethoxyquinoline (1.84 g) and commercially available 4-nitrophenol (3.42 g) was mixed and stirred at 170° C. for 50 minutes. After cooling to room temperature in air, aqueous sodium hydrogen carbonate was added to the reaction mixture, and the admixture was extracted 3 times with ethyl acetate, and the ethyl acetate layer was washed with brine and then dried with anhydrous sodium sulfate. The solvent was removed by reduced-pressure distillation, and the resulting residue was purif... The reactants are O.NN (Hydrazine hydrate), COC(C(=O)NC1=CC=C(C=C1)[C@@H]1CC[C@H](CC1)C(=O)OC(C)(C)C)=O (tert-butyl trans-4-(4-{[methoxy(oxo)acetyl]amino}phenyl)cyclohexanecarboxylate). Solvent: CCO (EtOH), CCO (EtOH). Reaction conditions: time 3 hour. The product is N(N)C(C(=O)NC1=CC=C(C=C1)[C@@H]1CC[C@H](CC1)C(=O)OC(C)(C)C)=O (tert-butyl trans-4-(4-{[hydrazino(oxo)acetyl]amino}phenyl)-cyclohexanecarboxylate). Yield: 92.2%. RXN SMILES: O.[NH2:2][NH2:3].C[O:5][C:6](=O)[C:7]([NH:9][C:10]1[CH:15]=[CH:14][C:13]([C@H:16]2[CH2:21][CH2:20][C@H:19]([C:22]([O:24][C:25]([CH3:28])([CH3:27])[CH3:26])=[O:23])[CH2:18][CH2:17]2)=[CH:12][CH:11]=1)=[O:8]>CCO>[NH:2]([C:6](=[O:5])[C:7]([NH:9][C:10]1[CH:15]=[CH:14][C:13]([C@H:16]2[CH2:21][CH2:20][C@H:19]([C:22]([O:24][C:25]([CH3:28])([CH3:27])[CH3:26])=[O:23])[CH2:18][CH2:17]2)=[CH:12][CH:11]=1)=[O:8])[NH2:3] |f:0.1|. Procedure details: Hydrazine hydrate (0.59 mL, 12.2 mmol) was added in one portion to a stirred mixture of tert-butyl trans-4-(4-{[methoxy(oxo)acetyl]amino}phenyl)cyclohexanecarboxylate (4.0 g, 11.1 mmol) in EtOH (50 mL) and the reaction mixture was stirred at room temperature for 3 h. EtOH (25 mL) was added and the mixture was filtered to give the title compound (Intermediate 79) (3.7 g, 92%) as a solid; 1H NMR δ 1.4 (9H, s), 1.4-1.5 (4H, m), 1.8-1.9 (2H, m), 1.9-2.0 (2H, m), 2.15-2.3 (1H, m), 2.4-2.55 (1H, m), 4... Reactants: CCOC(=O)CCl, COc1cccc(O)c1, CC(C)=O, [K+], [K+], O=C([O-])[O-]. The product is CCOC(=O)COc1cccc(OC)c1. Reaction SMILES: [CH2:10]([CH3:11])[O:12][C:13]([CH2:14][Cl:15])=[O:16].[CH3:1][O:2][c:3]1[cH:4][c:5]([OH:9])[cH:6][cH:7][cH:8]1.[CH3:23][C:24](=[O:25])[CH3:26].[K+:17].[K+:18].[O-:19][C:20]([O-:21])=[O:22]>>[CH3:1][O:2][c:3]1[cH:4][c:5]([O:9][CH2:14][C:13]([O:12][CH2:10][CH3:11])=[O:16])[cH:6][cH:7][cH:8]1. The reactants are [Al+3], CC(C)[O-], CC(C)[O-], CC(C)[O-], CC(C)=O, C=CCC1C(=O)C=CC1O, c1ccccc1. The product is C=CCC1C(=O)C=CC1=O. Reaction SMILES: [Al+3:21].[CH3:17][CH:18]([CH3:19])[O-:20].[CH3:22][CH:23]([CH3:24])[O-:25].[CH3:26][CH:27]([CH3:28])[O-:29].[CH3:30][C:31](=[O:32])[CH3:33].[OH:7][CH:8]1[CH:9]=[CH:10][C:11](=[O:16])[CH:12]1[CH2:13][CH:14]=[CH2:15].[cH:1]1[cH:2][cH:3][cH:4][cH:5][cH:6]1>>[O:7]=[C:8]1[CH:9]=[CH:10][C:11](=[O:16])[CH:12]1[CH2:13][CH:14]=[CH2:15].